Dataset: the Open Reaction Database (ORD), a public repository of structured organic reaction records. Task: describe an organic reaction: reactants, conditions, products, and yield The reactants are BrCc1ccccc1, CC(=O)SCC1CC(C(=O)O)CS1, CN(C)C=O, CC(C)NC(C)C, O. Yields the product CC(=O)SCC1CC(C(=O)OCc2ccccc2)CS1. Reaction SMILES: [Br:22][CH2:23][c:24]1[cH:25][cH:26][cH:27][cH:28][cH:29]1.[C:1]([CH3:2])(=[O:3])[S:4][CH2:5][CH:6]1[S:7][CH2:8][CH:9]([C:11](=[O:12])[OH:13])[CH2:10]1.[CH3:30][N:31]([CH3:32])[CH:33]=[O:34].[CH:14]([NH:15][CH:16]([CH3:17])[CH3:18])([CH3:19])[CH3:20].[OH2:21]>>[C:1]([CH3:2])(=[O:3])[S:4][CH2:5][CH:6]1[S:7][CH2:8][CH:9]([C:11](=[O:12])[O:13][CH2:23][c:24]2[cH:25][cH:26][cH:27][cH:28][cH:29]2)[CH2:10]1. Starting materials: CO, O=Cc1cc(C#Cc2ccccc2)co1. Yields the product O=Cc1cc(CCc2ccccc2)co1. RXN SMILES: [CH3:16][OH:17].[c:1]1([C:7]#[C:8][c:9]2[cH:10][c:11]([CH:14]=[O:15])[o:12][cH:13]2)[cH:2][cH:3][cH:4][cH:5][cH:6]1>>[c:1]1([CH2:7][CH2:8][c:9]2[cH:10][c:11]([CH:14]=[O:15])[o:12][cH:13]2)[cH:2][cH:3][cH:4][cH:5][cH:6]1. Starting materials: C1CCOC1, COC(=O)c1sc2c(C(F)(F)F)cccc2c1C1CCN(C(C)=O)CC1, Cl, [Na+], [OH-]. Yields the product CC(=O)N1CCC(c2c(C(=O)O)sc3c(C(F)(F)F)cccc23)CC1. Reaction SMILES: [CH2:30]1[O:31][CH2:32][CH2:33][CH2:34]1.[CH3:1][O:2][C:3](=[O:4])[c:5]1[c:6]([CH:18]2[CH2:19][CH2:20][N:21]([C:24]([CH3:25])=[O:26])[CH2:22][CH2:23]2)[c:7]2[c:8]([s:9]1)[c:10]([C:14]([F:15])([F:16])[F:17])[cH:11][cH:12][cH:13]2.[ClH:29].[Na+:28].[OH-:27]>>[O:2]=[C:3]([OH:4])[c:5]1[c:6]([CH:18]2[CH2:19][CH2:20][N:21]([C:24]([CH3:25])=[O:26])[CH2:22][CH2:23]2)[c:7]2[c:8]([s:9]1)[c:10]([C:14]([F:15])([F:16])[F:17])[cH:11][cH:12][cH:13]2. The reactants are ClC1=CC(=C(N)C=C1OCC1C(C1)(F)F)F (4-Chloro-2-fluoro-5-(2,2-difluorocyclopropylmethoxy)aniline), half, N(=O)[O-].[Na+] (sodium nitrite), O.O.[Sn](Cl)Cl (tin (II) chloride dihydrate), [OH-].[Na+] (caustic soda). The solvent is Cl (hydrochloric acid), Cl (hydrochloric acid), O (water), Cl (hydrochloric acid). Run at temperature -10 celsius, time 3 hour. The product is ClC1=CC(=C(C=C1OCC1C(C1)(F)F)NN)F (4-chloro-2-fluoro-5-(2,2-difluorocyclopropylmethoxy)phenylhydrazine). Reaction SMILES: [Cl:1][C:2]1[C:8]([O:9][CH2:10][CH:11]2[CH2:13][C:12]2([F:15])[F:14])=[CH:7][C:5]([NH2:6])=[C:4]([F:16])[CH:3]=1.[N:17]([O-])=O.[Na+].O.O.[Sn](Cl)Cl.[OH-].[Na+]>O.Cl>[Cl:1][C:2]1[C:8]([O:9][CH2:10][CH:11]2[CH2:13][C:12]2([F:14])[F:15])=[CH:7][C:5]([NH:6][NH2:17])=[C:4]([F:16])[CH:3]=1 |f:1.2,3.4.5,6.7|. Reported procedure: 29.3 g 4-Chloro-2-fluoro-5-(2,2-difluorocyclopropylmethoxy)aniline was treated first with 45 ml half concentrated hydrochloric acid and then with 273 ml concentrated hydrochloric acid. It was then cooled to -10° C. and treated dropwise with a solution of 8.3 g sodium nitrite in 17 ml water at a such rate that the temperature of the reaction mixture did not rise above -5° C. It was stirred for 3 hours at -5° C. and the at -15° C., a solution of tin (II) chloride dihydrate in 34 ml concentrated hy... The solvent is C(=O)(O)[O-].[Na+] (NaHCO3), C(Cl)Cl (DCM). Conditions: temperature 0 celsius, time 1 hour. Reported procedure: To a solution of 1-(quinolin-8-yl)ethanone (200 mg, 1.169 mmol) and TEA (0.2 mL, 1.520 mmol) in DCM (2 mL) at 0° C. was added TBSOTf (339 mg, 1.286 mmol), and the resulting mixture was stirred at 0° C. for 1 h. The mixture was diluted with sat. aq. NaHCO3 and extracted with EtOAc (2×5 mL). The combined extracts were dried over Na2SO4, filtered, and concentrated in vacuo to yield crude 8-(1-((tert-butyldimethylsilyl)oxy)vinyl)quinoline (300 mg) as a black solid (used without further purification)... Yields the product [Si](C)(C)(C(C)(C)C)OC(=C)C=1C=CC=C2C=CC=NC12 (8-(1-((tert-butyldimethylsilyl)oxy)vinyl)quinoline). Reactants: N1=CC=CC2=CC=CC(=C12)C(C)=O (1-(quinolin-8-yl)ethanone), TEA, [Si](C)(C)(C(C)(C)C)OS(=O)(=O)C(F)(F)F (TBSOTf). RXN SMILES: [N:1]1[C:10]2[C:5](=[CH:6][CH:7]=[CH:8][C:9]=2[C:11](=[O:13])[CH3:12])[CH:4]=[CH:3][CH:2]=1.[Si:14](OS(C(F)(F)F)(=O)=O)([C:17]([CH3:20])([CH3:19])[CH3:18])([CH3:16])[CH3:15]>C(Cl)Cl.C([O-])(O)=O.[Na+]>[Si:14]([O:13][C:11]([C:9]1[CH:8]=[CH:7][CH:6]=[C:5]2[C:10]=1[N:1]=[CH:2][CH:3]=[CH:4]2)=[CH2:12])([C:17]([CH3:20])([CH3:19])[CH3:18])([CH3:16])[CH3:15] |f:3.4|. The reactants are CNC(CC(C)C)C(=O)NC1C(=O)NC(CC(N)=O)C(=O)NC2C(=O)NC3C(=O)NC(C(=O)NC(C(=O)O)c4cc(O)cc(O)c4-c4cc3ccc4O)C(O)c3ccc(c(Cl)c3)Oc3cc2cc(c3OC2OC(CO)C(O)C(O)C2OC2CC(C)(N)C(O)C(C)O2)Oc2ccc(cc2Cl)C1O, CC(C)O, Cl, O=P(O)(O)O. Product: CNC(CC(C)C)C(=O)NC1C(=O)NC(CC(N)=O)C(=O)NC2C(=O)NC3C(=O)NC(C(=O)NC(C(=O)O)c4cc(O)cc(O)c4-c4cc3ccc4O)C(O)c3ccc(c(Cl)c3)Oc3cc2cc(c3OC2OC(CO)C(O)C(O)C2OC2CC(C)(N)C(O)C(C)O2)Oc2ccc(cc2Cl)C1O. As a reaction SMILES: [CH3:1][NH:2][CH:3]([CH2:4][CH:5]([CH3:6])[CH3:7])[C:8](=[O:9])[NH:10][CH:11]1[CH:12]([OH:13])[c:14]2[cH:15][cH:16][c:17]([c:99]([Cl:100])[cH:101]2)[O:18][c:19]2[cH:20][c:21]3[cH:22][c:23]([c:76]2[O:77][CH:78]2[O:79][CH:80]([CH2:81][OH:82])[CH:83]([OH:84])[CH:85]([OH:86])[CH:87]2[O:88][CH:89]2[CH2:90][C:91]([CH3:92])([NH2:93])[CH:94]([OH:95])[CH:96]([CH3:97])[O:98]2)[O:24][c:25]2[cH:26][cH:27][c:28]([cH:29][c:30]2[Cl:31])[CH:32]([OH:33])[CH:34]2[NH:35][C:36](=[O:37])[CH:38]([NH:39][C:40](=[O:41])[CH:42]3[NH:43][C:44](=[O:45])[CH:46]([CH2:47][C:48]([NH2:49])=[O:50])[NH:51][C:52]1=[O:53])[c:54]1[cH:55][cH:56][c:57]([OH:58])[c:59]([cH:60]1)-[c:61]1[c:62]([OH:63])[cH:64][c:65]([OH:66])[cH:67][c:68]1[CH:69]([C:73]([OH:74])=[O:75])[NH:70][C:71]2=[O:72].[CH:108]([OH:109])([CH3:110])[CH3:111].[ClH:102].[P:103](=[O:104])([OH:105])([OH:106])[OH:107]>>[CH3:1][NH:2][CH:3]([CH2:4][CH:5]([CH3:6])[CH3:7])[C:8](=[O:9])[NH:10][CH:11]1[CH:12]([OH:13])[c:14]2[cH:15][cH:16][c:17]([c:99]([Cl:100])[cH:101]2)[O:18][c:19]2[cH:20][c:21]3[cH:22][c:23]([c:76]2[O:77][CH:78]2[O:79][CH:80]([CH2:81][OH:82])[CH:83]([OH:84])[CH:85]([OH:86])[CH:87]2[O:88][CH:89]2[CH2:90][C:91]([CH3:92])([NH2:93])[CH:94]([OH:95])[CH:96]([CH3:97])[O:98]2)[O:24][c:25]2[cH:26][cH:27][c:28]([cH:29][c:30]2[Cl:31])[CH:32]([OH:33])[CH:34]2[NH:35][C:36](=[O:37])[CH:38]([NH:39][C:40](=[O:41])[CH:42]3[NH:43][C:44](=[O:45])[CH:46]([CH2:47][C:48]([NH2:49])=[O:50])[NH:51][C:52]1=[O:53])[c:54]1[cH:55][cH:56][c:57]([OH:58])[c:59]([cH:60]1)-[c:61]1[c:62]([OH:63])[cH:64][c:65]([OH:66])[cH:67][c:68]1[CH:69]([C:73](=[O:74])[OH:75])[NH:70][C:71]2=[O:72]. The reactants are C1(CCC(=O)O1)=O (succinic anhydride), [N+](=O)([O-])C1=C(CO)C=CC=C1 (o-nitrobenzyl alcohol). Yields the product [N+](=O)([O-])C1=C(COC(CCC(=O)O)=O)C=CC=C1 (Succinic acid mono-o-nitrobenzyl ester). As a reaction SMILES: [C:1]1(=[O:7])[O:6][C:4](=[O:5])[CH2:3][CH2:2]1.[N+:8]([C:11]1[CH:18]=[CH:17][CH:16]=[CH:15][C:12]=1[CH2:13][OH:14])([O-:10])=[O:9]>>[N+:8]([C:11]1[CH:18]=[CH:17][CH:16]=[CH:15][C:12]=1[CH2:13][O:14][C:4](=[O:5])[CH2:3][CH2:2][C:1]([OH:6])=[O:7])([O-:10])=[O:9]. Procedure details: Succinic acid mono-o-nitrobenzyl ester was prepared from succinic anhydride and o-nitrobenzyl alcohol by the procedure similar to that described in Example 174.